The task is: describe an organic reaction: reactants, conditions, products, and yield. This data is from the Open Reaction Database (ORD), a public repository of structured organic reaction records. Starting materials: O=C(OOC(=O)c1ccccc1)c1ccccc1, COC(=O)c1ccc(C)nc1, ClC(Cl)(Cl)Cl, O=C1CCC(=O)N1Br. The product is COC(=O)c1ccc(CBr)nc1. Reaction SMILES: [C:20]([O:21][O:22][C:23](=[O:24])[c:25]1[cH:26][cH:27][cH:28][cH:29][cH:30]1)(=[O:31])[c:32]1[cH:33][cH:34][cH:35][cH:36][cH:37]1.[CH3:1][c:2]1[n:3][cH:4][c:5]([C:6](=[O:7])[O:8][CH3:9])[cH:10][cH:11]1.[Cl:38][C:39]([Cl:40])([Cl:41])[Cl:42].[O:12]=[C:13]1[N:14]([Br:19])[C:15](=[O:16])[CH2:17][CH2:18]1>>[CH2:1]([c:2]1[n:3][cH:4][c:5]([C:6](=[O:7])[O:8][CH3:9])[cH:10][cH:11]1)[Br:19]. Yields the product O=C1CN(c2c(F)cc(I)cc2OCc2ccccc2)S(=O)(=O)N1. The reactants are O=C1CN(c2c(F)cc(Br)cc2OCc2ccccc2)S(=O)(=O)N1, CNC1CCCCC1NC, [Cu]I, [I-], [Na+], C1COCCO1. Reaction SMILES: [CH2:1]([c:2]1[cH:3][cH:4][cH:5][cH:6][cH:7]1)[O:8][c:9]1[c:10]([N:17]2[CH2:18][C:19](=[O:24])[NH:20][S:21]2(=[O:22])=[O:23])[c:11]([F:16])[cH:12][c:13]([Br:15])[cH:14]1.[CH3:27][NH:28][CH:29]1[CH2:30][CH2:31][CH2:32][CH2:33][CH:34]1[NH:35][CH3:36].[Cu:43][I:44].[I-:25].[Na+:26].[O:37]1[CH2:38][CH2:39][O:40][CH2:41][CH2:42]1>>[CH2:1]([c:2]1[cH:3][cH:4][cH:5][cH:6][cH:7]1)[O:8][c:9]1[c:10]([N:17]2[CH2:18][C:19](=[O:24])[NH:20][S:21]2(=[O:22])=[O:23])[c:11]([F:16])[cH:12][c:13]([I:25])[cH:14]1. Reactants: NC1=NNC(=N1)SCC1=CC=CC=C1 (3-amino-5-benzylthio-1,2,4-triazole), [Na] (sodium), CC(C=O)C(C)=O (2-methyl-3-oxobutanal). Run in C(C)(=O)O (acetic acid). The product is C(C1=CC=CC=C1)SC1=NN2C(N=C(C(=C2)C)C)=N1 (2-benzylthio-5,6-dimethyl-1,2,4-triazolo[1,5-a]pyrimidine). The yield is 54.0%. Reaction SMILES: [NH2:1][C:2]1[N:6]=[C:5]([S:7][CH2:8][C:9]2[CH:14]=[CH:13][CH:12]=[CH:11][CH:10]=2)[NH:4][N:3]=1.[Na].[CH3:16][CH:17]([C:20](=O)[CH3:21])[CH:18]=O>C(O)(=O)C>[CH2:8]([S:7][C:5]1[N:6]=[C:2]2[N:1]=[C:20]([CH3:21])[C:17]([CH3:18])=[CH:16][N:3]2[N:4]=1)[C:9]1[CH:10]=[CH:11][CH:12]=[CH:13][CH:14]=1 |^1:14|. Procedure: A solution of 5.0 g (24 mmol) of 3-amino-5-benzylthio-1,2,4-triazole and 5.0 g (41 mmol) of the sodium salt of 2-methyl-3-oxobutanal in 200 ml of glacial acetic acid was heated at reflux overnight. The solution was cooled to room temperature and the reaction mixture was concentrated by evaporation at reduced pressure. The residue was combined with ice and H2O to separate a tan solid. The solid was collected by filtration, dried and carefully recrystallized from ethyl acetate to yield 3.53 g (54%... Starting materials: CC1=CC=C(O1)C1NCCNC1 (2-(5-methyl-2-furanyl)piperazine), ClC1=C(C=C2C(C(=CN(C2=C1)CC)C(=O)O)=O)F (7-chloro-1-ethyl-6-fluoro-1,4-dihydro-4-oxo-3-quinolinecarboxylic acid). Run in N1=CC=CC=C1 (pyridine). Product: C(C)N1C=C(C(C2=CC(=C(C=C12)N1CC(NCC1)C=1OC(=CC1)C)F)=O)C(=O)O (1-Ethyl-6-fluoro-1,4-dihydro-7-[3-(5-methyl-2-furanyl)-1-piperazinyl]-4-oxo-3-quinolinecarboxylic acid). The yield is 27.6%. As a reaction SMILES: [CH3:1][C:2]1[O:6][C:5]([CH:7]2[CH2:12][NH:11][CH2:10][CH2:9][NH:8]2)=[CH:4][CH:3]=1.Cl[C:14]1[CH:23]=[C:22]2[C:17]([C:18](=[O:29])[C:19]([C:26]([OH:28])=[O:27])=[CH:20][N:21]2[CH2:24][CH3:25])=[CH:16][C:15]=1[F:30]>N1C=CC=CC=1>[CH2:24]([N:21]1[C:22]2[C:17](=[CH:16][C:15]([F:30])=[C:14]([N:11]3[CH2:10][CH2:9][NH:8][CH:7]([C:5]4[O:6][C:2]([CH3:1])=[CH:3][CH:4]=4)[CH2:12]3)[CH:23]=2)[C:18](=[O:29])[C:19]([C:26]([OH:28])=[O:27])=[CH:20]1)[CH3:25]. Reported procedure: A mixture of 4.98 g of 2-(5-methyl-2-furanyl)piperazine and 2.69 g of 7-chloro-1-ethyl-6-fluoro-1,4-dihydro-4-oxo-3-quinolinecarboxylic acid in 10 ml of pyridine was refluxed for 48 hours and then evaporated. The residue was chromatographed on silica gel eluting with chloroform:methanol:water (9.5:0.5:0.02), giving 1.1 g of the desired product, mp 186°-188° C. Reactants: FC=1C=C(C(=O)NC2=CC=C(C3=CC=CC=C23)OC2=NC(=NC=C2)S(=O)(=O)C)C=C(C1)N1CCOCC1 (3-fluoro-N-(4-{[2-(methylsulfonyl)pyrimidin-4-yl]oxy}-1-naphthyl)-5-morpholin-4-ylbenzamide), N1CCC1 (azetidine). Product: N1(CCC1)C1=NC=CC(=N1)OC1=CC=C(C2=CC=CC=C12)NC(C1=CC(=CC(=C1)N1CCOCC1)F)=O (N-{4-[(2-azetidin-1-ylpyrimidin-4-yl)oxy]-1-naphthyl}-3-fluoro-5-morpholin-4-ylbenzamide). As a reaction SMILES: [F:1][C:2]1[CH:3]=[C:4]([CH:29]=[C:30]([N:32]2[CH2:37][CH2:36][O:35][CH2:34][CH2:33]2)[CH:31]=1)[C:5]([NH:7][C:8]1[C:17]2[C:12](=[CH:13][CH:14]=[CH:15][CH:16]=2)[C:11]([O:18][C:19]2[CH:24]=[CH:23][N:22]=[C:21](S(C)(=O)=O)[N:20]=2)=[CH:10][CH:9]=1)=[O:6].[NH:38]1[CH2:41][CH2:40][CH2:39]1>>[N:38]1([C:21]2[N:20]=[C:19]([O:18][C:11]3[C:12]4[C:17](=[CH:16][CH:15]=[CH:14][CH:13]=4)[C:8]([NH:7][C:5](=[O:6])[C:4]4[CH:29]=[C:30]([N:32]5[CH2:37][CH2:36][O:35][CH2:34][CH2:33]5)[CH:31]=[C:2]([F:1])[CH:3]=4)=[CH:9][CH:10]=3)[CH:24]=[CH:23][N:22]=2)[CH2:41][CH2:40][CH2:39]1. Procedure details: Compound is prepared from 3-fluoro-N-(4-{[2-(methylsulfonyl)pyrimidin-4-yl]oxy}-1-naphthyl)-5-morpholin-4-ylbenzamide and azetidine according to conditions described in general procedure C. Mp: 196-197° C.; 1H NMR (400 MHz, DMSO-d6) δ 2.17-2.25 (m, 2 H), 3.23-3.30 (m, 6 H), 3.75-3.78 (m, 4 H), 3.87 (s, 1 H), 6.14 (d, J=5.5 Hz, 1 H), 7.03-7.06 (m, 1 H), 7.25 (d, J=8.8 Hz, 1 H), 7.40-7.63 (m, 5 H), 7.84-7.86 (m, 1 H), 7.99-8.01 (m, 1 H), 8.22 (d, J=5.5 Hz, 1 H), 10.47 (s, 1 H). Starting materials: NC=1SC(=C(N1)C(=O)OC)C (methyl 2-amino-5-methyl-1,3-thiazole-4-carboxylate), FC=1C=C(C=C(C1)F)C1=CC=C(S1)S(=O)(=O)Cl (5-(3,5-difluorophenyl)thiophene-2-sulfonyl chloride), FC=1C=C(C=C(C1)F)C1=CC=C(S1)S(=O)(=O)Cl (5-(3,5-difluorophenyl)thiophene-2-sulfonyl chloride), N1=CC=CC=C1 (pyridine). The solvent is CC#N (MeCN). Yields the product FC=1C=C(C=C(C1)F)C1=CC=C(S1)S(=O)(=O)NC=1SC(=C(N1)C(=O)O)C (2-({[5-(3,5-Difluorophenyl)thiophen-2-yl]sulfonyl}amino)-5-methyl-1,3-thiazole-4-carboxylic acid). Yield: 9.0%. As a reaction SMILES: [NH2:1][C:2]1[S:3][C:4]([CH3:11])=[C:5]([C:7]([O:9]C)=[O:8])[N:6]=1.[F:12][C:13]1[CH:14]=[C:15]([C:20]2[S:24][C:23]([S:25](Cl)(=[O:27])=[O:26])=[CH:22][CH:21]=2)[CH:16]=[C:17]([F:19])[CH:18]=1.N1C=CC=CC=1>CC#N>[F:12][C:13]1[CH:14]=[C:15]([C:20]2[S:24][C:23]([S:25]([NH:1][C:2]3[S:3][C:4]([CH3:11])=[C:5]([C:7]([OH:9])=[O:8])[N:6]=3)(=[O:27])=[O:26])=[CH:22][CH:21]=2)[CH:16]=[C:17]([F:19])[CH:18]=1. Procedure: A solution of methyl 2-amino-5-methyl-1,3-thiazole-4-carboxylate (25 mg, 0.15 mmol), 5-(3,5-difluorophenyl)thiophene-2-sulfonyl chloride (43 mg, 0.15 mmol) (Intermediate 21) and pyridine (23 mg, 0.29 mmol) in MeCN (1 mL) was stirred at 50° C. for 2 days. After evaporation of the solvents, the residue was dissolved in THF (1 mL) and 2 M LiOH (1 mL) was added. The reaction mixture was stirred at room temperature over night. The reaction mixture was neutralized with 4 M HCl (0.3 mL) and the solvent...